From a dataset of the Open Reaction Database (ORD), a public repository of structured organic reaction records. describe an organic reaction: reactants, conditions, products, and yield Solvent: CC(=O)C (acetone). As a reaction SMILES: [Cl:1][C:2]1[CH:7]=[C:6]([Cl:8])[C:5]([OH:9])=[CH:4][C:3]=1[N:10]1[C:15](=[O:16])[N:14]([CH3:17])[C:13](=[O:18])[CH:12]=[N:11]1.C(=O)([O-])[O-].[K+].[K+].Br[CH2:26][C:27]([O:29][CH2:30][CH3:31])=[O:28]>CC(C)=O>[Cl:8][C:6]1[CH:7]=[C:2]([Cl:1])[C:3]([N:10]2[C:15](=[O:16])[N:14]([CH3:17])[C:13](=[O:18])[CH:12]=[N:11]2)=[CH:4][C:5]=1[O:9][CH2:26][C:27]([O:29][CH2:30][CH3:31])=[O:28] |f:1.2.3|. Product: ClC1=C(OCC(=O)OCC)C=C(C(=C1)Cl)N1N=CC(N(C1=O)C)=O (ethyl 2,4-dichloro-5-[4-methyl-1,2,4-triazine-3,5(2H,4H)-dione-2-yl]phenoxyacetate). The yield is 75.7%. The reactants are ClC1=C(C=C(C(=C1)Cl)O)N1N=CC(N(C1=O)C)=O (2-(2,4-dichloro-5-hydroxyphenyl)-4-methyl-1,2,4-triazine-3,5(2H,4H)-dione), ClC1=C(C=C(C(=C1)Cl)O)N1N=CC(N(C1=O)C)=O (2-(2,4-dichloro-5-hydroxyphenyl)-4-methyl-1,2,4-triazine-3,5(2H,4H)-dione), C([O-])([O-])=O.[K+].[K+] (potassium carbonate), BrCC(=O)OCC (ethyl bromoacetate). Procedure details: In a manner similar to Example II, Step C, the reaction of 0.86 g (0.0030 mole) of 2-(2,4-dichloro-5-hydroxyphenyl)-4-methyl-1,2,4-triazine-3,5(2H,4H)-dione (Compound 9, Example III H) with 0.62 g (0.0045 mole) of potassium carbonate and 0.75 g (0.0045 mole) of ethyl bromoacetate in 10 mL of acetone produced an oil. The oil crystallized upon treatment with heptane to yield 0.85 g of ethyl 2,4-dichloro-5-[4-methyl-1,2,4-triazine-3,5(2H,4H)-dione-2-yl]phenoxyacetate (mp 115°-117° C.), Compound 22 ... Reaction SMILES: [CH3:1][O:2][CH2:3][N:4]([CH2:5][Si:6]([CH3:7])([CH3:8])[CH3:9])[CH2:10][c:11]1[cH:12][cH:13][cH:14][cH:15][cH:16]1.[Cl:35][CH2:36][Cl:37].[N+:17](=[O:18])([O-:19])[CH:20]=[CH:21][c:22]1[cH:23][cH:24][cH:25][cH:26][cH:27]1.[OH:28][C:29]([C:30]([F:31])([F:32])[F:33])=[O:34]>>[CH2:3]1[N:4]([CH2:10][c:11]2[cH:12][cH:13][cH:14][cH:15][cH:16]2)[CH2:5][CH:21]([c:22]2[cH:23][cH:24][cH:25][cH:26][cH:27]2)[CH:20]1[N+:17](=[O:18])[O-:19]. Product: O=[N+]([O-])C1CN(Cc2ccccc2)CC1c1ccccc1. The reactants are COCN(Cc1ccccc1)C[Si](C)(C)C, ClCCl, O=[N+]([O-])C=Cc1ccccc1, O=C(O)C(F)(F)F. The reactants are NC=1C=C2C=NNC2=CC1 (5-aminoindazol), ClCC(=O)N1CCC(CC1)CC1=CC=CC=C1 (2-chloro-1-(4-benzyl-piperidin-1-yl)-ethanone). Run in C(C)OCC (diethylether). The product is C(C1=CC=CC=C1)C1CCN(CC1)C(CNC=1C=C2C=NNC2=CC1)=O (1-(4-Benzyl-piperidin-1-yl)-2-(1H-indazol-5-yl-amino)-ethanone). As a reaction SMILES: [NH2:1][C:2]1[CH:3]=[C:4]2[C:8](=[CH:9][CH:10]=1)[NH:7][N:6]=[CH:5]2.Cl[CH2:12][C:13]([N:15]1[CH2:20][CH2:19][CH:18]([CH2:21][C:22]2[CH:27]=[CH:26][CH:25]=[CH:24][CH:23]=2)[CH2:17][CH2:16]1)=[O:14]>C(OCC)C>[CH2:21]([CH:18]1[CH2:17][CH2:16][N:15]([C:13](=[O:14])[CH2:12][NH:1][C:2]2[CH:3]=[C:4]3[C:8](=[CH:9][CH:10]=2)[NH:7][N:6]=[CH:5]3)[CH2:20][CH2:19]1)[C:22]1[CH:27]=[CH:26][CH:25]=[CH:24][CH:23]=1. Procedure details: The title compound is prepared from 5-aminoindazol and 2-chloro-1-(4-benzyl-piperidin-1-yl)-ethanone according to the method described in Example 142b. Melting Point: 153-155° C. (diethylether)